From a dataset of the Open Reaction Database (ORD), a public repository of structured organic reaction records. describe an organic reaction: reactants, conditions, products, and yield The reactants are CC(F)(F)CCCCn1ccc(N)n1, Cc1ccc(C=CC(=O)O)cc1. Product: Cc1ccc(C=CC(=O)Nc2ccn(CCCCC(C)(F)F)n2)cc1. As a reaction SMILES: [F:1][C:2]([CH2:3][CH2:4][CH2:5][CH2:6][n:7]1[n:8][c:9]([NH2:12])[cH:10][cH:11]1)([CH3:13])[F:14].[c:15]1([CH3:26])[cH:16][cH:17][c:18]([CH:21]=[CH:22][C:23](=[O:24])[OH:25])[cH:19][cH:20]1>>[F:1][C:2]([CH2:3][CH2:4][CH2:5][CH2:6][n:7]1[n:8][c:9]([NH:12][C:23]([CH:22]=[CH:21][c:18]2[cH:17][cH:16][c:15]([CH3:26])[cH:20][cH:19]2)=[O:24])[cH:10][cH:11]1)([CH3:13])[F:14]. Starting materials: 10, N1(C=NC=C1)CC1=CC=C(C=C1)N (4-[(1H-imidazol-1-yl)methyl]benzenamine), C=C1CC(O1)=O (4-methylene-2-oxetanone). Solvent: ClCCCl (1,2-dichloroethane). Run at time 0.5 hour. The product is N1(C=NC=C1)CC1=CC=C(C=C1)NC(CC(C)=O)=O (N-[4-(1H-imidazol-1-ylmethyl)phenyl]-3-oxobutanamide). Isolated yield 74.8%. Reaction SMILES: [N:1]1([CH2:6][C:7]2[CH:12]=[CH:11][C:10]([NH2:13])=[CH:9][CH:8]=2)[CH:5]=[CH:4][N:3]=[CH:2]1.[CH2:14]=[C:15]1[O:18][C:17](=[O:19])[CH2:16]1>ClCCCl>[N:1]1([CH2:6][C:7]2[CH:12]=[CH:11][C:10]([NH:13][C:17](=[O:19])[CH2:16][C:15](=[O:18])[CH3:14])=[CH:9][CH:8]=2)[CH:5]=[CH:4][N:3]=[CH:2]1. Procedure: To a stirred solution of 10 parts of 4-[(1H-imidazol-1-yl)methyl]benzenamine in 180 parts of 1,2-dichloroethane were added dropwise 3.9 parts of 4-methylene-2-oxetanone. After stirring for 1/2 hour at room temperature, the precipitate was filtered off, washed with 1,2-dichloroethane and dried, yielding 9.8 parts (74.8%) of N-[4-(1H-imidazol-1-ylmethyl)phenyl]-3-oxobutanamide; mp. 175° C. (interm. 57).